Dataset: the Open Reaction Database (ORD), a public repository of structured organic reaction records. Task: describe an organic reaction: reactants, conditions, products, and yield Reactants: CSc1nc(O)n2nccc2n1, CN(C)c1ccccc1, O=P(Cl)(Cl)Cl. Yields the product CSc1nc(Cl)n2nccc2n1. RXN SMILES: [CH3:10][S:11][c:12]1[n:13][c:14]2[n:15]([c:16]([OH:18])[n:17]1)[n:19][cH:20][cH:21]2.[CH3:1][N:2]([c:3]1[cH:4][cH:5][cH:6][cH:7][cH:8]1)[CH3:9].[P:22]([Cl:23])([Cl:24])([Cl:25])=[O:26]>>[CH3:10][S:11][c:12]1[n:13][c:14]2[n:15]([c:16]([Cl:24])[n:17]1)[n:19][cH:20][cH:21]2.